Task: describe an organic reaction: reactants, conditions, products, and yield. Dataset: the Open Reaction Database (ORD), a public repository of structured organic reaction records Reactants: O=C1CCC(=O)N1Br, O=C(OOC(=O)c1ccccc1)c1ccccc1, ClC(Cl)(Cl)Cl, CCOC(=O)C=C(C)C, CC(C)(C#N)N=NC(C)(C)C#N. Product: CCOC(=O)C=C(C)CBr. RXN SMILES: [Br:10][N:11]1[C:12](=[O:13])[CH2:14][CH2:15][C:16]1=[O:17].[C:18]([O:19][O:20][C:21](=[O:22])[c:23]1[cH:24][cH:25][cH:26][cH:27][cH:28]1)(=[O:29])[c:30]1[cH:31][cH:32][cH:33][cH:34][cH:35]1.[C:48]([Cl:49])([Cl:50])([Cl:51])[Cl:52].[CH3:1][C:2](=[CH:3][C:4](=[O:5])[O:6][CH2:7][CH3:8])[CH3:9].[N:36]#[C:37][C:38]([N:39]=[N:40][C:41]([C:42]#[N:43])([CH3:44])[CH3:45])([CH3:46])[CH3:47]>>[CH2:1]([C:2](=[CH:3][C:4](=[O:5])[O:6][CH2:7][CH3:8])[CH3:9])[Br:10]. Reactants: CC(C)(C)OC(=O)CBr, C1CCOC1, [K+], [K+], O=C([O-])[O-], O, Oc1cccnc1. Product: CC(C)(C)OC(=O)COc1cccnc1. Reaction SMILES: [Br:1][CH2:2][C:3](=[O:4])[O:5][C:6]([CH3:7])([CH3:8])[CH3:9].[CH2:23]1[O:24][CH2:25][CH2:26][CH2:27]1.[K+:17].[K+:18].[O-:19][C:20]([O-:21])=[O:22].[OH2:28].[OH:10][c:11]1[cH:12][n:13][cH:14][cH:15][cH:16]1>>[CH2:2]([C:3](=[O:4])[O:5][C:6]([CH3:7])([CH3:8])[CH3:9])[O:10][c:11]1[cH:12][n:13][cH:14][cH:15][cH:16]1. The reactants are [N+](=O)([O-])C=1C=C(C(=O)Cl)C=CC1 (3-nitrobenzoylchloride), N1CCC(C(=O)OCC)CC1 (ethyl isonipecotate), C(C)OC(=O)C1CCN(CC1)C(=O)C1=CC(=CC=C1)[N+](=O)[O-] (1-[4-(ethoxycarbonyl)piperidinocarbonyl]-3-nitrobenzene). The product is C(C)OC(=O)C1CCN(CC1)C(=O)C=1C=C(N)C=CC1 (3-[4-(ethoxycarbonyl)piperidinocarbonyl]aniline). Reaction SMILES: [N+](C1C=C(C=CC=1)C(Cl)=O)([O-])=O.N1CCC(C(OCC)=O)CC1.[CH2:24]([O:26][C:27]([CH:29]1[CH2:34][CH2:33][N:32]([C:35]([C:37]2[CH:42]=[CH:41][CH:40]=[C:39]([N+:43]([O-])=O)[CH:38]=2)=[O:36])[CH2:31][CH2:30]1)=[O:28])[CH3:25]>>[CH2:24]([O:26][C:27]([CH:29]1[CH2:30][CH2:31][N:32]([C:35]([C:37]2[CH:38]=[C:39]([CH:40]=[CH:41][CH:42]=2)[NH2:43])=[O:36])[CH2:33][CH2:34]1)=[O:28])[CH3:25]. Reported procedure: In like manner to the preparation of 3-(N-morpholinocarbonyl)aniline, 3-nitrobenzoylchloride and ethyl isonipecotate were reacted to prepare 1-[4-(ethoxycarbonyl)piperidinocarbonyl]-3-nitrobenzene which underwent hydrogenation to provide 3-[4-(ethoxycarbonyl)piperidinocarbonyl]aniline. Reactants: C(C1=CC=CC=C1)OC1=C(C=C(C=C1)CC(NC(=O)OCC1=CC=CC=C1)C1=NC(=CC(N1)=O)C)C(C)(C)C (2-[2-(4-benzyloxy-3-tert-butylphenyl)-1-benzyloxycarbonylaminoethyl]-6-methyl-4-pyrimidinone), [H][H] (hydrogen). Reagents/catalysts: [OH-].[OH-].[Pd+2] (palladium hydroxide/carbon). The solvent is CO (methanol). Yields the product NC(CC1=CC(=C(C=C1)O)C(C)(C)C)C1=NC(=CC(N1)=O)C (2-[1-amino-2-(3-tert-butyl-4-hydroxyphenyl)ethyl]-6-methyl-4-pyrimidinone). Yield: 81.6%. As a reaction SMILES: C([O:8][C:9]1[CH:14]=[CH:13][C:12]([CH2:15][CH:16]([C:28]2[NH:33][C:32](=[O:34])[CH:31]=[C:30]([CH3:35])[N:29]=2)[NH:17]C(OCC2C=CC=CC=2)=O)=[CH:11][C:10]=1[C:36]([CH3:39])([CH3:38])[CH3:37])C1C=CC=CC=1.[H][H]>CO.[OH-].[OH-].[Pd+2]>[NH2:17][CH:16]([C:28]1[NH:33][C:32](=[O:34])[CH:31]=[C:30]([CH3:35])[N:29]=1)[CH2:15][C:12]1[CH:13]=[CH:14][C:9]([OH:8])=[C:10]([C:36]([CH3:37])([CH3:38])[CH3:39])[CH:11]=1 |f:3.4.5|. Procedure: A suspension of 2-[2-(4-benzyloxy-3-tert-butylphenyl)-1-benzyloxycarbonylaminoethyl]-6-methyl-4-pyrimidinone (1.76 g, 3.35 mmol) and 20% palladium hydroxide/carbon (0.15 g) in methanol (30 ml) was stirred in a hydrogen atmosphere for 16 hours. The reaction mixture was filtered and the filtrate was concentrated under reduced pressure; the thus obtained residue was subjected to silica gel column chromatography (developing solvent: methylene chloride:methanol=10:1), giving the titled compound (824 ... Reactants: COC(N([C@@H]1C[C@@H](NC2=CC(=C(C=C12)OC)OC)C)CC1=CC(=CC(=C1)C(F)(F)F)C(F)(F)F)=O (cis-(3,5-Bis-trifluoromethyl-benzyl)-(6,7-dimethoxy-2-methyl-1,2,3,4-tetrahydroquinolin-4-yl)-carbamic Acid Methyl Ester), C(C)(=O)O (acetic acid), C(CCC)=O (butyraldehyde), C(C)(=O)O[BH-](OC(C)=O)OC(C)=O.[Na+] (sodium triacetoxyborohydride), C([O-])([O-])=O.[K+].[K+] (potassium carbonate). Solvent: ClC(C)Cl (dichloroethane), O (Water). The product is COC(N([C@@H]1C[C@@H](N(C2=CC(=C(C=C12)OC)OC)CCCC)C)CC1=CC(=CC(=C1)C(F)(F)F)C(F)(F)F)=O (cis-(3,5-Bis-trifluoromethyl-benzyl)-(1-butyl-6,7-dimethoxy-2-methyl-1,2,3,4-tetrahydro-quinolin-4-yl)-carbamic Acid Methyl Ester). Yield: 84.9%. RXN SMILES: [CH3:1][O:2][C:3](=[O:35])[N:4]([CH2:20][C:21]1[CH:26]=[C:25]([C:27]([F:30])([F:29])[F:28])[CH:24]=[C:23]([C:31]([F:34])([F:33])[F:32])[CH:22]=1)[C@H:5]1[C:14]2[C:9](=[CH:10][C:11]([O:17][CH3:18])=[C:12]([O:15][CH3:16])[CH:13]=2)[NH:8][C@@H:7]([CH3:19])[CH2:6]1.C(O)(=O)C.[CH:40](=O)[CH2:41][CH2:42][CH3:43].C(O[BH-](OC(=O)C)OC(=O)C)(=O)C.[Na+].C(=O)([O-])[O-].[K+].[K+]>ClC(Cl)C.O>[CH3:1][O:2][C:3](=[O:35])[N:4]([CH2:20][C:21]1[CH:26]=[C:25]([C:27]([F:28])([F:30])[F:29])[CH:24]=[C:23]([C:31]([F:33])([F:32])[F:34])[CH:22]=1)[C@H:5]1[C:14]2[C:9](=[CH:10][C:11]([O:17][CH3:18])=[C:12]([O:15][CH3:16])[CH:13]=2)[N:8]([CH2:40][CH2:41][CH2:42][CH3:43])[C@@H:7]([CH3:19])[CH2:6]1 |f:3.4,5.6.7|. Reported procedure: A solution of cis-(3,5-bis-trifluoromethyl-benzyl)-(6,7-dimethoxy-2-methyl-1,2,3,4-tetrahydro-quinolin-4-yl)-carbamic acid methyl ester (Example 67) (34 mg, 0.067 mmol), acetic acid (4 μL, 0.067 mmol), butyraldehyde (17 μL, 0.34 mmol), and sodium triacetoxyborohydride (71 μL, 0.34 mmol) in anhydrous dichloroethane (1 mL) were stirred at room temperature overnight. Water (5 mL) was added, the aqueous phase made basic with potassium carbonate, and the mixture was extracted with ethyl acetate (3×10... The reactants are C1COCCO1, COC1C(OC(=O)N2CCSCC2)CCC2(CO2)C1C1(C)OC1CC=C(C)C, CCOCC, [O-][I+3]([O-])([O-])[O-], [Na+], O. Yields the product COC1C(OC(=O)N2CCS(=O)CC2)CCC2(CO2)C1C1(C)OC1CC=C(C)C. As a reaction SMILES: [CH2:35]1[O:36][CH2:37][CH2:38][O:39][CH2:40]1.[CH3:1][O:2][CH:3]1[CH:4]([C:20]2([CH3:28])[O:21][CH:22]2[CH2:23][CH:24]=[C:25]([CH3:26])[CH3:27])[C:5]2([CH2:6][O:7]2)[CH2:8][CH2:9][CH:10]1[O:11][C:12](=[O:13])[N:14]1[CH2:15][CH2:16][S:17][CH2:18][CH2:19]1.[CH3:42][CH2:43][O:44][CH2:45][CH3:46].[I+3:29]([O-:30])([O-:31])([O-:32])[O-:33].[Na+:34].[OH2:41]>>[CH3:1][O:2][CH:3]1[CH:4]([C:20]2([CH3:28])[O:21][CH:22]2[CH2:23][CH:24]=[C:25]([CH3:26])[CH3:27])[C:5]2([CH2:6][O:7]2)[CH2:8][CH2:9][CH:10]1[O:11][C:12](=[O:13])[N:14]1[CH2:15][CH2:16][S:17](=[O:30])[CH2:18][CH2:19]1. Reactants: ClC1=C(C=O)C(=CC=C1OCCOC)F (2-chloro-6-fluoro-3-(2-methoxy-ethoxy)-benzaldehyde), substituted 7-azaindole, ClC1=C(C(=CC=C1OCC(F)(F)F)Cl)C(O)C1=CNC2=NC=C(C=C21)C=2C=NN(C2)C ([2,6-dichloro-3-(2,2,2-trifluoro-ethoxy)-phenyl]-[5-(1-methyl-1H-pyrazol-4-yl)-1H-pyrrolo[2,3-b]pyridin-3-yl]-methanol), ClC=1C=C2C(=NC1)NC=C2 (5-chloro-1H-pyrrolo[2,3-b]pyridine). The product is ClC1=C(C(=CC=C1OCCOC)F)C(=O)C1=CNC2=NC=C(C=C21)Cl ([2-chloro-6-fluoro-3-(2-methoxy-ethoxy)-phenyl]-(5-chloro-1H-pyrrolo[2,3-b]pyridin-3-yl)-methanone). RXN SMILES: [Cl:1][C:2]1[C:9]([O:10][CH2:11][CH2:12][O:13][CH3:14])=[CH:8][CH:7]=[C:6]([F:15])[C:3]=1[CH:4]=[O:5].ClC1C(OCC(F)(F)F)=CC=C(Cl)C=1C(C1C2C(=NC=C(C3C=NN(C)C=3)C=2)NC=1)O.[Cl:47][C:48]1[CH:49]=[C:50]2[CH:56]=[CH:55][NH:54][C:51]2=[N:52][CH:53]=1>>[Cl:1][C:2]1[C:9]([O:10][CH2:11][CH2:12][O:13][CH3:14])=[CH:8][CH:7]=[C:6]([F:15])[C:3]=1[C:4]([C:56]1[C:50]2[C:51](=[N:52][CH:53]=[C:48]([Cl:47])[CH:49]=2)[NH:54][CH:55]=1)=[O:5]. Procedure: Additional compounds were prepared using the protocol of Scheme 41, optionally substituting 2-chloro-6-fluoro-3-(2-methoxy-ethoxy)-benzaldehyde 123 with a suitable aldehyde (prepared as described in Examples 36, 39 or 40), and/or optionally replacing 5-chloro-1H-pyrrolo[2,3-b]pyridine 4 with an appropriate substituted 7-azaindole (5-methoxy-7-azaindole per Example 8, 5-(1-methyl-1H-pyrazol-4-yl)-7-azaindole per Example 35) in Step 1. The following compounds were made following this procedure: